Task: describe an organic reaction: reactants, conditions, products, and yield. Dataset: the Open Reaction Database (ORD), a public repository of structured organic reaction records Reactants: solution, O (water), [OH-].[K+] (potassium hydroxide), C(C)OC(CNC1=NC=CC=C1NC(C1=CC=C(C=C1)F)=O)=O (N-[3-[(4-fluorobenzoyl)amino]-2-pyridinyl]glycine ethyl ester). Solvent: C(CO)O (ethylene glycol), CO (methanol). Yields the product FC1=CC=C(C=C1)C1=NC=2C(=NC=CC2)N1CC(=O)O (2-(4-Fluorophenyl)-3H-imidazo[4,5-b]pyridine-3-acetic acid). Yield: 3.3%. As a reaction SMILES: C([O:3][C:4](=[O:23])[CH2:5][NH:6][C:7]1[C:12]([NH:13][C:14](=O)[C:15]2[CH:20]=[CH:19][C:18]([F:21])=[CH:17][CH:16]=2)=[CH:11][CH:10]=[CH:9][N:8]=1)C.O.[OH-].[K+]>C(O)CO.CO>[F:21][C:18]1[CH:19]=[CH:20][C:15]([C:14]2[N:6]([CH2:5][C:4]([OH:3])=[O:23])[C:7]3=[N:8][CH:9]=[CH:10][CH:11]=[C:12]3[N:13]=2)=[CH:16][CH:17]=1 |f:2.3|. Reported procedure: A solution of N-[3-[(4-fluorobenzoyl)amino]-2-pyridinyl]glycine ethyl ester (70.0 g, 0.2205 mole) in ethylene glycol was refluxed for 2 hours, cooled and 14% of the solution was removed. To the remaining solution (0.19 mole) was added 88 ml of water and solid potassium hydroxide pellets (21.4 g, 0.38 mole). The solution was heated at reflux for an additional 11/4 hours, filtered into ice water (2 liter) and acidified with 3N hydrochloric acid. The resulting solid was collected by filtration, was... As a reaction SMILES: [CH2:1]([c:2]1[cH:3][cH:4][cH:5][cH:6][cH:7]1)[NH2:8].[Cl:9][CH:10]([C:11](=[O:12])[N:13]1[CH2:14][CH2:15][c:16]2[c:17]3[c:18]([n:19][cH:20][c:21]2[CH2:22]1)[nH:23][n:24][cH:25]3)[c:26]1[cH:27][cH:28][cH:29][cH:30][cH:31]1>>[CH2:1]([c:2]1[cH:3][cH:4][cH:5][cH:6][cH:7]1)[NH:8][CH:10]([C:11](=[O:12])[N:13]1[CH2:14][CH2:15][c:16]2[c:17]3[c:18]([n:19][cH:20][c:21]2[CH2:22]1)[nH:23][n:24][cH:25]3)[c:26]1[cH:27][cH:28][cH:29][cH:30][cH:31]1. Product: O=C(C(NCc1ccccc1)c1ccccc1)N1CCc2c(cnc3[nH]ncc23)C1. The reactants are NCc1ccccc1, O=C(C(Cl)c1ccccc1)N1CCc2c(cnc3[nH]ncc23)C1. Reaction SMILES: [CH3:1][O:2][C:3]1[N:8]=[N:7][C:6]([NH2:9])=[CH:5][CH:4]=1.Br[CH2:11][C:12]([C:14]1[CH:19]=[CH:18][C:17]([CH3:20])=[C:16]([N+:21]([O-:23])=[O:22])[CH:15]=1)=O>C(#N)C>[CH3:1][O:2][C:3]1[CH:4]=[CH:5][C:6]2[N:7]([CH:11]=[C:12]([C:14]3[CH:19]=[CH:18][C:17]([CH3:20])=[C:16]([N+:21]([O-:23])=[O:22])[CH:15]=3)[N:9]=2)[N:8]=1. The product is COC=1C=CC=2N(N1)C=C(N2)C2=CC(=C(C=C2)C)[N+](=O)[O-] (6-methoxy-2-(4-methyl-3-nitrophenyl)imidazo[1,2-b]pyridazine). Procedure: A stirred solution of 6-methoxypyridazin-3-amine (Apollo Scientific, 0.750 g, 5.99 mmol) and 2-bromo-1-(4-methyl-3-nitrophenyl)ethanone (1.54 g, 5.99 mmol) in acetonitrile (20 mL) is heated at 80° C. for 16 hours. The reaction mixture is concentrated to dryness and purified via chromatography (hexanes to EtOAc) to afford the title compound (1.45 g, 85%) as a light yellow solid: Rf 0.45 (1:1 EtOAc:hexanes); LCMS (m/z)=285.4 [M+H]+, tR=7.47 min. (10 min run) Yield: 85.2%. The reactants are COC1=CC=C(N=N1)N (6-methoxypyridazin-3-amine), BrCC(=O)C1=CC(=C(C=C1)C)[N+](=O)[O-] (2-bromo-1-(4-methyl-3-nitrophenyl)ethanone). The solvent is C(C)#N (acetonitrile). Reactants: [N+](=O)([O-])C1=C2C=CN(C(C2=CC=C1)=O)CC1CN(C1)C(=O)OC(C)(C)C (tert-butyl 3-((5-nitro-1-oxoisoquinolin-2(1H)-yl)methyl)azetidine-1-carboxylate), CO (methanol). The reagents and catalysts are [Pd] (palladium). Run at time 8 hour. Yields the product C(C)(C)(C)OC(=O)N1CC(C1)CN1C(C2=CC=CC(=C2C=C1)N)=O (3-(5-Amino-1-oxo-1H-isoquinolin-2-ylmethyl)-azetidine-1-carboxylic acid-tert-butyl ester). RXN SMILES: [N+:1]([C:4]1[CH:13]=[CH:12][CH:11]=[C:10]2[C:5]=1[CH:6]=[CH:7][N:8]([CH2:15][CH:16]1[CH2:19][N:18]([C:20]([O:22][C:23]([CH3:26])([CH3:25])[CH3:24])=[O:21])[CH2:17]1)[C:9]2=[O:14])([O-])=O.CO>[Pd]>[C:23]([O:22][C:20]([N:18]1[CH2:19][CH:16]([CH2:15][N:8]2[CH:7]=[CH:6][C:5]3[C:10](=[CH:11][CH:12]=[CH:13][C:4]=3[NH2:1])[C:9]2=[O:14])[CH2:17]1)=[O:21])([CH3:26])([CH3:24])[CH3:25]. Reported procedure: Into a round bottom flask was combined tert-butyl 3-((5-nitro-1-oxoisoquinolin-2(1H)-yl)methyl)azetidine-1-carboxylate (0.56 g, 0.0015 mol), palladium on C (0.16 g, 0.0015 mol) and methanol (50 mL, 1 mol). The reaction mixture was stirred under hydrogen balloon at room temperature overnight. The mixture was filtered over celite, MeOH was removed and purified by silica-gel column twice (DCM:MeOH and EtOAc:Hexane). A white solid was obtained (190 mg). MS m/z=330.0 (M+1). The reactants are [Cl-].[Ca+2].[Cl-] (calcium chloride), C(C)C=1C=CC2=C(C(CC3=C(S2)C=C(C=C3)F)O)C1 (8-ethyl-3-fluoro-10,11-dihydrodibenzo(b,f)thiepin-10-ol), Cl (hydrogen chloride). The solvent is C1=CC=CC=C1 (benzene). Run at time 1 hour. The product is ClC1CC2=C(SC3=C1C=C(C=C3)CC)C=C(C=C2)F (10-chloro-8-ethyl-3-fluoro-10,11-dihydrodibenzo(b,f)thiepin). RXN SMILES: [Cl-:1].[Ca+2].[Cl-].[CH2:4]([C:6]1[CH:7]=[CH:8][C:9]2[S:15][C:14]3[CH:16]=[C:17]([F:20])[CH:18]=[CH:19][C:13]=3[CH2:12][CH:11](O)[C:10]=2[CH:22]=1)[CH3:5].Cl>C1C=CC=CC=1>[Cl:1][CH:11]1[C:10]2[CH:22]=[C:6]([CH2:4][CH3:5])[CH:7]=[CH:8][C:9]=2[S:15][C:14]2[CH:16]=[C:17]([F:20])[CH:18]=[CH:19][C:13]=2[CH2:12]1 |f:0.1.2|. Procedure details: Powdered anhydrous calcium chloride (9 g) was added to a solution of 9.4 g of the foregoing alcohol in 120 ml of benzene and the suspension saturated over 2 hours under stirring with anhydrous hydrogen chloride. After 1 hour standing, the mixture was filtered, and the filtrate evaporated under reduced pressure. The required 10-chloro-8-ethyl-3-fluoro-10,11-dihydrodibenzo(b,f)thiepin was obtained in an almost theoretical yield (10.0 g); crystallization from petroleum ether yielded the pure substa... The reactants are ClC1=CC=C(C=2N3C(=NC21)N(CCCC3)C=3C(=CC(=NC3)C#N)C)C(CC)CC (5-[10-chloro-7-(1-ethylpropyl)-2,3,4,5-tetrahydro-1H-[1,3]diazepino[1,2-a]benzimidazol-1-yl]-4-methylpyridine-2-carbonitrile), C[Mg]Br (methylmagnesium bromide), C(C)OCC (diethyl ether), resultant mixture, resultant mixture, C(O)([O-])=O.[Na+] (sodium hydrogen carbonate). Run in Cl (hydrochloric acid), O1CCCC1 (tetrahydrofuran). Product: ClC1=CC=C(C=2N3C(=NC21)N(CCCC3)C=3C(=CC(=NC3)C(C)=O)C)C(CC)CC (1-{5-[10-Chloro-7-(1-ethylpropyl)-2,3,4,5-tetrahydro-1H-[1,3]diazepino[1,2-a]benzimidazol-1-yl]-4-methylpyridin-2-yl}ethanone). The yield is 81.4%. RXN SMILES: [Cl:1][C:2]1[C:10]2[N:9]=[C:8]3[N:11]([C:16]4[C:17]([CH3:24])=[CH:18][C:19](C#N)=[N:20][CH:21]=4)[CH2:12][CH2:13][CH2:14][CH2:15][N:7]3[C:6]=2[C:5]([CH:25]([CH2:28][CH3:29])[CH2:26][CH3:27])=[CH:4][CH:3]=1.C[Mg]Br.C([O:35][CH2:36][CH3:37])C.C(=O)([O-])O.[Na+]>O1CCCC1.Cl>[Cl:1][C:2]1[C:10]2[N:9]=[C:8]3[N:11]([C:16]4[C:17]([CH3:24])=[CH:18][C:19]([C:36](=[O:35])[CH3:37])=[N:20][CH:21]=4)[CH2:12][CH2:13][CH2:14][CH2:15][N:7]3[C:6]=2[C:5]([CH:25]([CH2:28][CH3:29])[CH2:26][CH3:27])=[CH:4][CH:3]=1 |f:3.4|. Procedure details: Under nitrogen atmosphere to a solution of 5-[10-chloro-7-(1-ethylpropyl)-2,3,4,5-tetrahydro-1H-[1,3]diazepino[1,2-a]benzimidazol-1-yl]-4-methylpyridine-2-carbonitrile (Example 59; 70.0 mg, 0.172 mmol) in tetrahydrofuran (2 mL) was added 3M methylmagnesium bromide solution in diethyl ether (0.115 mL, 0.345 mmol) at 0° C. After the resultant mixture was stirred at room temperature for 30 min, the mixture was diluted with 0.1N hydrochloric acid (5 mL) at 0° C. After the resultant mixture was stirr... The reactants are [BH4-], CC(C)CCN, CO, NC(=O)c1cnc(Oc2ccc(C=O)cc2)cn1, [Na+]. Product: CC(C)CCNCc1ccc(Oc2cnc(C(N)=O)cn2)cc1. As a reaction SMILES: [BH4-:25].[CH3:19][CH:20]([CH2:21][CH2:22][NH2:23])[CH3:24].[CH3:27][OH:28].[CH:1](=[O:2])[c:3]1[cH:4][cH:5][c:6]([O:7][c:8]2[n:9][cH:10][c:11]([C:14](=[O:15])[NH2:16])[n:12][cH:13]2)[cH:17][cH:18]1.[Na+:26]>>[CH2:1]([c:3]1[cH:4][cH:5][c:6]([O:7][c:8]2[n:9][cH:10][c:11]([C:14](=[O:15])[NH2:16])[n:12][cH:13]2)[cH:17][cH:18]1)[NH:23][CH2:22][CH2:21][CH:20]([CH3:19])[CH3:24]. Starting materials: C(C)OC1=CC2=C(N3C(=N2)SC(C3)C3=NC=CC=C3)C=C1 (7-ethoxy-2,3-dihydro-2-(2-pyridyl)thiazolo[3,2-a]-benzimidazole), ClC=1C=C(C(=O)OO)C=CC1 (m-chloroperoxy benzoic acid). Yields the product C(C)OC1=CC2=C(N3C(=N2)S(C(C3)C3=NC=CC=C3)=O)C=C1 (7-Ethoxy-2,3-dihydro-2-(2-pyridyl)thiazolo[3,2-a]benzimidazole-1-oxide). RXN SMILES: [CH2:1]([O:3][C:4]1[CH:21]=[CH:20][C:7]2[N:8]3[CH2:13][CH:12]([C:14]4[CH:19]=[CH:18][CH:17]=[CH:16][N:15]=4)[S:11][C:9]3=[N:10][C:6]=2[CH:5]=1)[CH3:2].ClC1C=C(C=CC=1)C(OO)=[O:27]>>[CH2:1]([O:3][C:4]1[CH:21]=[CH:20][C:7]2[N:8]3[CH2:13][CH:12]([C:14]4[CH:19]=[CH:18][CH:17]=[CH:16][N:15]=4)[S:11](=[O:27])[C:9]3=[N:10][C:6]=2[CH:5]=1)[CH3:2]. Reported procedure: In a manner analogous to Example 4 7-ethoxy-2,3-dihydro-2-(2-pyridyl)thiazolo[3,2-a]-benzimidazole (1.65 g) was reacted with m-chloroperoxy benzoic acid (1.25) to give the title compound (0.56 g, mp 145°-147° C.